From a dataset of the Open Reaction Database (ORD), a public repository of structured organic reaction records. describe an organic reaction: reactants, conditions, products, and yield Product: ClC1=C(C=C(C=C1)F)C(F)(F)F (1-Chloro-4-fluoro-2-(trifluoromethyl)benzene). The reactants are N(=O)[O-].[Na+] (sodium nitrite), ClC1=C(C=C(C=C1)N)C(F)(F)F (4-Chloro-3-(trifluoromethyl)benzenamine), F[B-](F)(F)F.[H+] (tetrafluoroboric acid), Cl (hydrochloric acid), ice-salt. Solvent: O (water), O (water). Procedure details: 4-Chloro-3-(trifluoromethyl)benzenamine (19.5 g, 100 mmoles), water (40 ml) and c.hydrochloric acid (40 ml) were heated with stirring on a steam bath until a white solid formed. The mixture was cooled (ice-salt bath) and a solution of sodium nitrite (7 g, 101 mmoles) in water (15 ml) was added over 15 mins. After stirring for a further hour at 0°, tetrafluoroboric acid (30 g of 40% aqueous solution) was added dropwise over 15 minutes. After one hour the solid was filtered off, washed with water ... The yield is 37.8%. RXN SMILES: [Cl:1][C:2]1[CH:7]=[CH:6][C:5](N)=[CH:4][C:3]=1[C:9]([F:12])([F:11])[F:10].Cl.N([O-])=O.[Na+].[F:18][B-](F)(F)F.[H+]>O>[Cl:1][C:2]1[CH:7]=[CH:6][C:5]([F:18])=[CH:4][C:3]=1[C:9]([F:12])([F:11])[F:10] |f:2.3,4.5|. The reactants are Cc1ccc2c(c1C)C(=O)C(=O)N2, [Na+], [OH-], O, OO. Product: Cc1ccc(N)c(C(=O)O)c1C. RXN SMILES: [CH3:1][c:2]1[c:3]2[c:7]([cH:8][cH:9][c:10]1[CH3:11])[NH:6][C:5](=[O:12])[C:4]2=[O:13].[Na+:15].[OH-:14].[OH2:18].[OH:16][OH:17]>>[CH3:1][c:2]1[c:3]([C:4]([OH:13])=[O:14])[c:7]([NH2:6])[cH:8][cH:9][c:10]1[CH3:11]. Reactants: O[C@@H]1CC2=CC[C@H]3[C@@H]4CC[C@H]([C@@H](CCC=O)C)[C@]4(CC[C@@H]3[C@]2(CC1)C)C (3β-hydroxychol-5-en-24-al), CCCCCC (hexane), C(CCC)[Li] (n-butyllithium), CSC(SC)SC (tris(methylthio)methane). The product is O[C@@H]1CC2=CC[C@H]3[C@@H]4CC[C@H]([C@@H](CCC(C(SC)(SC)SC)O)C)[C@]4(CC[C@@H]3[C@]2(CC1)C)C (3β,24ξ-dihydroxy-24-tris(methyl-thio)methylchol-5-ene). Run in C1CCOC1 (THF), O1CCCC1 (tetrahydrofuran). Conditions: time 40 minute. Reaction SMILES: CCCCCC.C([Li])CCC.[CH3:12][S:13][CH:14]([S:17][CH3:18])[S:15][CH3:16].[OH:19][C@H:20]1[CH2:42][CH2:41][C@@:40]2([CH3:43])[C:22](=[CH:23][CH2:24][C@@H:25]3[C@@H:39]2[CH2:38][CH2:37][C@@:36]2([CH3:44])[C@H:26]3[CH2:27][CH2:28][C@@H:29]2[C@H:30]([CH3:35])[CH2:31][CH2:32][CH:33]=[O:34])[CH2:21]1>O1CCCC1>[OH:19][C@H:20]1[CH2:42][CH2:41][C@@:40]2([CH3:43])[C:22](=[CH:23][CH2:24][C@@H:25]3[C@@H:39]2[CH2:38][CH2:37][C@@:36]2([CH3:44])[C@H:26]3[CH2:27][CH2:28][C@@H:29]2[C@H:30]([CH3:35])[CH2:31][CH2:32][CH:33]([OH:34])[C:14]([S:17][CH3:18])([S:15][CH3:16])[S:13][CH3:12])[CH2:21]1. The yield is 70.5%. Procedure: Under an argon atmosphere at -78° C., 10.4 ml (17.7 mmoles) of a hexane solution of n-butyllithium was added to a solution of 2.4 ml (18.0 mmoles) of tris(methylthio)methane in 40 ml of tetrahydrofuran (THF for short), and the mixture was stirred for 40 minutes at the same temperature. To the mixture was added dropwise 15 ml of a THF solution of 798 mg (1.8 mmoles) of 3β-hydroxychol-5-en-24-al [compound of formula(VI)], and the mixture was stirred at -78° C. for 40 minutes. The mixture was extra...